describe an organic reaction: reactants, conditions, products, and yield From a dataset of the Open Reaction Database (ORD), a public repository of structured organic reaction records. Starting materials: CC(CC(=O)OC)C(CC=C(C)C)=O (Methyl 3,7-dimethyl-4-oxo-6-octenoate), [H-].[Al+3].[Li+].[H-].[H-].[H-] (lithium aluminum hydride), O (water), C([O-])(O)=O (bicarbonate). The solvent is CCOCC (ether), CCOCC (ether), C(C)(=O)OCC (ethyl acetate). Run at time 1 hour. Product: CC(CCO)C(CC=C(C)C)O (3,7-Dimethyl-4-hydroxy-6-octen-1-ol). Isolated yield 863.9%. Reaction SMILES: [CH3:1][CH:2]([C:8](=[O:14])[CH2:9][CH:10]=[C:11]([CH3:13])[CH3:12])[CH2:3][C:4](OC)=[O:5].[H-].[Al+3].[Li+].[H-].[H-].[H-].C(=O)(O)[O-].O>CCOCC.C(OCC)(=O)C>[CH3:1][CH:2]([CH:8]([OH:14])[CH2:9][CH:10]=[C:11]([CH3:13])[CH3:12])[CH2:3][CH2:4][OH:5] |f:1.2.3.4.5.6|. Procedure details: Methyl 3,7-dimethyl-4-oxo-6-octenoate (68 g, 34 mmole) in ether (10 ml) is added to a mixture of lithium aluminum hydride (1.3 g, 34 mmole) and ether (150 ml) at 0°. After the addition is complete the mixture is allowed to warm to room temperature and stirred for 1 hour, after which it is cooled to 0° and carefully added to a 5% aqueous sodim bicarbonate solution (50 ml). The resulting mixture is treated with water (100 ml) and ethyl acetate (300 ml). The organic phase is separated, dried (Na2SO... Starting materials: CC1=C2C(N(C(=NC2=CC=C1)C(C)NC1=C2N=CN(C2=NC=N1)COCC[Si](C)(C)C)C=1C=C(C#N)C=CC1)=O (3-(5-methyl-4-oxo-2-{1-[9-(2-trimethylsilylethoxymethyl)-9H-purin-6-ylamino]ethyl}-4H-quinazolin-3-yl)benzonitrile), OC=1C=C(C=CC1)N1C(=NC2=CC=CC(=C2C1=O)C)C(C)NC1=C2N=CNC2=NC=N1 (3-(3-hydroxy-phenyl)-5-methyl-2-[1-(9H-purin-6-ylamino)-ethyl]-3H-quinazolin-4-one). Solvent: CO (MeOH). The product is CC1=C2C(N(C(=NC2=CC=C1)C(C)NC1=C2N=CNC2=NC=N1)C=1C=C(C#N)C=CC1)=O (3-{5-Methyl-4-oxo-2-[1-(9H-purin-6-ylamino)-ethyl]-4H-quinazolin-3-yl}-benzonitrile). RXN SMILES: [CH3:1][C:2]1[CH:11]=[CH:10][CH:9]=[C:8]2[C:3]=1[C:4](=[O:40])[N:5]([C:32]1[CH:33]=[C:34]([CH:37]=[CH:38][CH:39]=1)[C:35]#[N:36])[C:6]([CH:12]([NH:14][C:15]1[N:23]=[CH:22][N:21]=[C:20]3[C:16]=1[N:17]=[CH:18][N:19]3COCC[Si](C)(C)C)[CH3:13])=[N:7]2.OC1C=C(N2C(=O)C3C(=CC=CC=3C)N=C2C(NC2N=CN=C3C=2N=CN3)C)C=CC=1>CO>[CH3:1][C:2]1[CH:11]=[CH:10][CH:9]=[C:8]2[C:3]=1[C:4](=[O:40])[N:5]([C:32]1[CH:33]=[C:34]([CH:37]=[CH:38][CH:39]=1)[C:35]#[N:36])[C:6]([CH:12]([NH:14][C:15]1[N:23]=[CH:22][N:21]=[C:20]3[C:16]=1[N:17]=[CH:18][NH:19]3)[CH3:13])=[N:7]2. Procedure details: Compound 141 was treated with 4N HCL in MeOH for 1 hour using the procedure described for compound 121 (step B) to provide compound 140. m/z=423 (M+H). The structure of compound 140 is shown below. Reactants: ClCCC(=O)C1=CC=CC=C1 (3-Chloropropiophenone), CS(=O)(=O)C1=CC2=C(N(C=N2)C2CCNCC2)C=C1 (5-(methylsulfonyl)-1-piperidin-4-yl-1H-benzimidazole), C([O-])([O-])=O.[K+].[K+] (potassium carbonate). Run in CN(C)C=O (DMF). Conditions: time 2 day. Product: CS(=O)(=O)C1=CC2=C(N(C=N2)C2CCN(CC2)CCC(=O)C2=CC=CC=C2)C=C1 (3-{4-[5-(Methylsulfonyl)-1H-benzimidazol-1-yl]piperidin-1-yl}-1-phenylpropan-1-one). As a reaction SMILES: Cl[CH2:2][CH2:3][C:4]([C:6]1[CH:11]=[CH:10][CH:9]=[CH:8][CH:7]=1)=[O:5].[CH3:12][S:13]([C:16]1[CH:30]=[CH:29][C:19]2[N:20]([CH:23]3[CH2:28][CH2:27][NH:26][CH2:25][CH2:24]3)[CH:21]=[N:22][C:18]=2[CH:17]=1)(=[O:15])=[O:14].C(=O)([O-])[O-].[K+].[K+]>CN(C=O)C>[CH3:12][S:13]([C:16]1[CH:30]=[CH:29][C:19]2[N:20]([CH:23]3[CH2:24][CH2:25][N:26]([CH2:2][CH2:3][C:4]([C:6]4[CH:11]=[CH:10][CH:9]=[CH:8][CH:7]=4)=[O:5])[CH2:27][CH2:28]3)[CH:21]=[N:22][C:18]=2[CH:17]=1)(=[O:15])=[O:14] |f:2.3.4|. Procedure: 3-Chloropropiophenone (860 mg) was added to a mixture of 5-(methylsulfonyl)-1-piperidin-4-yl-1H-benzimidazole (1.395 g) and potassium carbonate (1.38 g) in DMF (30 ml) and stirred for 2 days. The reaction mixture was evaporated to dryness and the residue was dissolved in dichloromethane (20 ml), washed with water (15 ml) and brine (15 ml), dried and evaporated to dryness to give the title compound, yield 2.07 g, M+H 412, NMR (CDCl3) 2.2 (m, 4H) 2.3-2.4 (m, 2H) 2.9 (m, 2H) 3.1 (s, 3H) 3.2-3.3 (m,... Starting materials: C1CCOC1, CC(=O)O, CO, Clc1nc2ccnn2c(Cl)c1-c1ccccc1. Product: Clc1nc2ccnn2cc1-c1ccccc1. As a reaction SMILES: [CH2:24]1[O:25][CH2:26][CH2:27][CH2:28]1.[CH3:18][C:19](=[O:20])[OH:21].[CH3:22][OH:23].[Cl:1][c:2]1[n:3][c:4]2[n:5]([c:6]([Cl:14])[c:7]1-[c:8]1[cH:9][cH:10][cH:11][cH:12][cH:13]1)[n:15][cH:16][cH:17]2>>[Cl:1][c:2]1[n:3][c:4]2[n:5]([cH:6][c:7]1-[c:8]1[cH:9][cH:10][cH:11][cH:12][cH:13]1)[n:15][cH:16][cH:17]2. Starting materials: COC1=CC=C(CN(C2=NC(=NC(=N2)C=2C(=NC=C(C2)CC2CCN(CC2)S(=O)(=O)C)NC=2C=NC(=CC2)OC)C)CC2=CC=C(C=C2)OC)C=C1 (N,N-bis(4-methoxybenzyl)-4-(2-(6-methoxypyridin-3-ylamino)-5-((1-(methylsulfonyl)piperidin-4-yl)methyl)pyridin-3-yl)-6-methyl-1,3,5-triazin-2-amine), C(=O)(C(F)(F)F)O (TFA). Reagents/catalysts: CS(=O)(=O)O (methanesulfonic acid). Run at temperature 80 celsius. Yields the product COC1=CC=C(C=N1)NC1=NC=C(C=C1C1=NC(=NC(=N1)C)N)CC1CCN(CC1)S(=O)(=O)C (4-(2-(6-methoxypyridin-3-ylamino)-5-((1-(methylsulfonyl)piperidin-4-yl)methyl)pyridin-3-yl)-6-methyl-1,3,5-triazin-2-amine). Isolated yield 68.7%. RXN SMILES: COC1C=CC(C[N:8](CC2C=CC(OC)=CC=2)[C:9]2[N:14]=[C:13]([C:15]3[C:16]([NH:32][C:33]4[CH:34]=[N:35][C:36]([O:39][CH3:40])=[CH:37][CH:38]=4)=[N:17][CH:18]=[C:19]([CH2:21][CH:22]4[CH2:27][CH2:26][N:25]([S:28]([CH3:31])(=[O:30])=[O:29])[CH2:24][CH2:23]4)[CH:20]=3)[N:12]=[C:11]([CH3:41])[N:10]=2)=CC=1.C(O)(C(F)(F)F)=O>CS(O)(=O)=O>[CH3:40][O:39][C:36]1[N:35]=[CH:34][C:33]([NH:32][C:16]2[C:15]([C:13]3[N:12]=[C:11]([CH3:41])[N:10]=[C:9]([NH2:8])[N:14]=3)=[CH:20][C:19]([CH2:21][CH:22]3[CH2:27][CH2:26][N:25]([S:28]([CH3:31])(=[O:30])=[O:29])[CH2:24][CH2:23]3)=[CH:18][N:17]=2)=[CH:38][CH:37]=1. Procedure details: A suspension of N,N-bis(4-methoxybenzyl)-4-(2-(6-methoxypyridin-3-ylamino)-5-((1-(methylsulfonyl)piperidin-4-yl)methyl)pyridin-3-yl)-6-methyl-1,3,5-triazin-2-amine (0.1923 g, 0.265 mmol) in TFA (1.022 mL, 13.26 mmol) was treated with a couple of drops of methanesulfonic acid (0.017 mL, 0.265 mmol) and the yellow solution was heated at 80° C. overnight. The volatile material was removed and the residue was carefully diluted with 5% 2 M NH3 in MeOH/DCM. The solution was concentrated with SiO2 and ... The reactants are N[C@@H](CC1=CNC=N1)C(=O)O (L-histidine), CS(=O)(=O)O (methanesulfonic acid), S1C(NC(CC1)=O)=O (tetrahydro-1,3-thiazin-2,4-dione), [OH-].C(CCC)[N+](CCCC)(CCCC)CCCC (tetra-n-butylammonium hydroxide). The product is C1=C(NC=N1)C[C@@H](C(=O)O)NC(=O)CCN (L-carnosine). Isolated yield 79.6%. Reaction SMILES: [NH2:1][C@H:2]([C:9]([OH:11])=[O:10])[CH2:3][C:4]1[N:8]=[CH:7][NH:6][CH:5]=1.S1[CH2:17][CH2:16][C:15](=[O:18])NC1=O.[OH-].C([N+:25](CCCC)(CCCC)CCCC)CCC.CS(O)(=O)=O>>[CH:5]1[N:6]=[CH:7][NH:8][C:4]=1[CH2:3][C@H:2]([NH:1][C:15]([CH2:16][CH2:17][NH2:25])=[O:18])[C:9]([OH:11])=[O:10] |f:2.3|. Reported procedure: Following the procedure of Example 1., 1.55 g. (10 mmol) of L-histidine and 2.62 g. (20 mmol) of tetrahydro-1,3-thiazin-2,4-dione were reacted, using 40% aqueous tetra-n-butylammonium hydroxide solution to raise pH and methanesulfonic acid to lower pH, to give 1.80 g. (79.6% yield) of L-carnosine. Reactants: Cc1ccccc1, COc1cccc(CCN)c1, CCOC=O. Yields the product COc1cccc(CCNC=O)c1. RXN SMILES: [CH3:17][c:18]1[cH:19][cH:20][cH:21][cH:22][cH:23]1.[CH3:1][O:2][c:3]1[cH:4][c:5]([CH2:6][CH2:7][NH2:8])[cH:9][cH:10][cH:11]1.[CH:12](=[O:13])[O:14][CH2:15][CH3:16]>>[CH3:1][O:2][c:3]1[cH:4][c:5]([CH2:6][CH2:7][NH:8][CH:12]=[O:13])[cH:9][cH:10][cH:11]1. The reactants are [OH-].[K+] (potassium hydroxide), [N+](=O)([O-])C=1C=C(C=CC1C#N)OC (3-nitro-4-cyanoanisole), C(CS)(=O)OC (methyl thioglycolate). Solvent: O (water), N,N-d-methylformamide, O (water). Run at temperature 0 celsius, time 20 minute. Yields the product NC=1C2=C(SC1C(=O)OC)C=C(C=C2)OC (Methyl 3-amino-6-methoxybenzo[b]thiophene-2-carboxylate). Yield: 54.1%. Reaction SMILES: [OH-].[K+].[N+]([C:6]1[CH:7]=[C:8]([O:14][CH3:15])[CH:9]=[CH:10][C:11]=1[C:12]#[N:13])([O-])=O.[C:16]([O:20][CH3:21])(=[O:19])[CH2:17][SH:18]>O>[NH2:13][C:12]1[C:11]2[CH:10]=[CH:9][C:8]([O:14][CH3:15])=[CH:7][C:6]=2[S:18][C:17]=1[C:16]([O:20][CH3:21])=[O:19] |f:0.1|. Reported procedure: A solution of 20.3 g (0.363 mol) of potassium hydroxide in 100 ml of water is added to a mixture of 36.3 g (0.204 mol) of 3-nitro-4-cyanoanisole and 26 g (0.245 mol) of methyl thioglycolate in 400 ml of N,N-d-methylformamide, the temperature being maintained at 0° C. The mixture is left stirring at 0° C. for 20 min and is then poured into a mixture of water and ice. The precipitate is then filtered off, rinsed with water and dried. The product is dissolved in a mixture of dichloromethane and tet... As a reaction SMILES: [NH2:1][C@H:2]1[CH2:7][CH2:6][CH2:5][CH2:4][C@H:3]1[NH:8][C:9]1[N:14]=[C:13]([NH:15][C:16]2[CH:21]=[CH:20][C:19](C3ON=CC=3)=[CH:18][CH:17]=2)[C:12]([C:27]([NH2:29])=[O:28])=[CH:11][N:10]=1.[N:30]1(C2C=C(C=CC=2)N)[CH:34]=[CH:33][CH:32]=[CH:31]1>>[N:30]1([C:18]2[CH:17]=[C:16]([NH:15][C:13]3[C:12]([C:27]([NH2:29])=[O:28])=[CH:11][N:10]=[C:9]([NH:8][C@@H:3]4[CH2:4][CH2:5][CH2:6][CH2:7][C@@H:2]4[NH2:1])[N:14]=3)[CH:21]=[CH:20][CH:19]=2)[CH:34]=[CH:33][CH:32]=[CH:31]1. Procedure: This compound was synthesised using the synthetic scheme described for the synthesis of compound 122, and using 3-(1H-pyrrol-1-yl)aniline in step 1. MS: 392.5 (M+H). Yields the product N1(C=CC=C1)C=1C=C(C=CC1)NC1=NC(=NC=C1C(=O)N)N[C@H]1[C@H](CCCC1)N (4-(3-(1H-pyrrol-1-yl)phenylamino)-2-((1R,2S)-2-aminocyclohexylamino) pyrimidine-5-carboxamide). Reactants: N[C@@H]1[C@@H](CCCC1)NC1=NC=C(C(=N1)NC1=CC=C(C=C1)C1=CC=NO1)C(=O)N (2-((1R,2S)-2-aminocyclohexylamino)-4-(4-(isoxazol-5-yl)phenylamino)pyrimidine-5-carboxamide), N1(C=CC=C1)C=1C=C(N)C=CC1 (3-(1H-pyrrol-1-yl)aniline).